Dataset: the Open Reaction Database (ORD), a public repository of structured organic reaction records. Task: describe an organic reaction: reactants, conditions, products, and yield The reactants are ClC(=O)C=1C=C2C(=NNC2=CC1O)CC1=CC(=CC=C1)C (5-chlorocarbonyl-6-hydroxy-3-(3-methylbenzyl)-1H-indazole), CNCCCC (N-methylbutylamine), C(C)N(C(C)C)C(C)C (N-ethyldiisopropylamine). The solvent is C1CCOC1 (THF), C1CCOC1 (THF). Reaction conditions: time 1 hour. Product: C(CCC)N(C(=O)C=1C=C2C(=NNC2=CC1O)C1=CC(=CC=C1)C)C (5-(N-butyl-N-methylaminocarbonyl)-3-(3-methylphenyl)-6-hydroxy-1H-indazole). Reaction SMILES: Cl[C:2]([C:4]1[CH:5]=[C:6]2[C:10](=[CH:11][C:12]=1[OH:13])[NH:9][N:8]=[C:7]2[CH2:14][C:15]1[CH:20]=[CH:19][CH:18]=[C:17](C)C=1)=[O:3].[CH3:22][NH:23][CH2:24][CH2:25][CH2:26][CH3:27].[CH2:28](N(C(C)C)C(C)C)C>C1COCC1>[CH2:24]([N:23]([CH3:22])[C:2]([C:4]1[CH:5]=[C:6]2[C:10](=[CH:11][C:12]=1[OH:13])[NH:9][N:8]=[C:7]2[C:14]1[CH:15]=[CH:20][CH:19]=[C:18]([CH3:17])[CH:28]=1)=[O:3])[CH2:25][CH2:26][CH3:27]. Procedure details: 4.7 A solution of 52 mg of “4f” in 1 ml of THF is added dropwise to a solution of 18.65 mg of N-methylbutylamine and 88.2 μl of N-ethyldiisopropylamine in 2 ml of THF. The mixture is stirred for a further 1 hour and subjected to conventional work-up. For further purification, the residue is chromatographed over an RP18 silica-gel column, giving 18.8 mg of 5-(N-butyl-N-methylaminocarbonyl)-3-(3-methylphenyl)-6-hydroxy-1H-indazole (“A25”) Reactants: FC(C=1C=C(C=CC1)C#CCO)(F)F (3-(3-trifluoromethylphenyl)prop-2-yn-1-ol), C(C)(=O)OCC (ethyl acetate), C[O-].[Na+] (Sodium methoxide), solution, [H-].[Al+3].[Li+].[H-].[H-].[H-] (lithium aluminum hydride), IC1=CC=C(C=C1)I (1,4-diiodobenzene), O1C(=CC=C1)P(C=1OC=CC1)C=1OC=CC1 (tri(2-furyl)phosphine). Reagents/catalysts: [Cl-].[Zn+2].[Cl-] (zinc chloride). The solvent is O1CCCC1 (tetrahydrofuran), O1CCCC1 (tetrahydrofuran), O1CCCC1 (tetrahydrofuran). Reaction conditions: temperature 0 celsius, time 3 hour. Yields the product IC1=CC=C(C=C1)\C(=C/CO)\C1=CC(=CC=C1)C(F)(F)F ((E)-3-(4-iodophenyl)-3-(3-trifluoromethylphenyl)prop-2-en-1-ol). Reaction SMILES: C[O-].[Na+].[H-].[Al+3].[Li+].[H-].[H-].[H-].[F:10][C:11]([F:23])([F:22])[C:12]1[CH:13]=[C:14]([C:18]#[C:19][CH2:20][OH:21])[CH:15]=[CH:16][CH:17]=1.C(OCC)(=O)C.[I:30][C:31]1[CH:36]=[CH:35][C:34](I)=[CH:33][CH:32]=1.O1C=CC=C1P(C1OC=CC=1)C1OC=CC=1>O1CCCC1.[Cl-].[Zn+2].[Cl-]>[I:30][C:31]1[CH:36]=[CH:35][C:34](/[C:18](/[C:14]2[CH:15]=[CH:16][CH:17]=[C:12]([C:11]([F:22])([F:23])[F:10])[CH:13]=2)=[CH:19]\[CH2:20][OH:21])=[CH:33][CH:32]=1 |f:0.1,2.3.4.5.6.7,13.14.15|. Reported procedure: Sodium methoxide (90 mg, 1.67 mmol) was added to 1 M solution of lithium aluminum hydride in tetrahydrofuran (33 mL, 33 mmol) under argon. The mixture was cooled to 0° C. and a solution of the above alcohol (6.7 g, 33.5 mmol) in tetrahydrofuran (25 mL) was added over 10 min. The reaction was stirred at 0° C. for 3 h; dry ethyl acetate (10 mL, 103 mmol) was added and the whole mixture was stirred at ambient temperature for 15 min. A degassed solution of 1,4-diiodobenzene (13.25 g, 40.1 mmol) in d... Reactants: C(C)(C)(C)OC(N(N1C=CC=C1)CC1=CC2=CC=CC=C2C=C1)=O (naphthalen-2-ylmethyl-pyrrol-1-yl-carbamic acid tert-butyl ester), C(C)OC(C(C(=O)OCC)C(=O)OCC)=O (2-ethoxycarbonyl-malonic acid diethyl ester). Yields the product C(C)OC(=O)C1=C(C=2N(N(C1=O)CC1=CC3=CC=CC=C3C=C1)C=CC2)O (4-Hydroxy-1-naphthalen-2-ylmethyl-2-oxo-1,2-dihydro-pyrrolo[1,2-b]pyridazine-3-carboxylic acid ethyl ester). RXN SMILES: C(O[C:6](=[O:24])[N:7]([CH2:13][C:14]1[CH:23]=[CH:22][C:21]2[C:16](=[CH:17][CH:18]=[CH:19][CH:20]=2)[CH:15]=1)[N:8]1[CH:12]=[CH:11][CH:10]=[CH:9]1)(C)(C)C.[CH2:25]([O:27][C:28](=[O:40])[CH:29](C(OCC)=O)[C:30](OCC)=[O:31])[CH3:26]>>[CH2:25]([O:27][C:28]([C:29]1[C:6](=[O:24])[N:7]([CH2:13][C:14]2[CH:23]=[CH:22][C:21]3[C:16](=[CH:17][CH:18]=[CH:19][CH:20]=3)[CH:15]=2)[N:8]2[CH:12]=[CH:11][CH:10]=[C:9]2[C:30]=1[OH:31])=[O:40])[CH3:26]. Procedure details: Prepared according to the thermal cyclization condition used in Example 1 step c) from naphthalen-2-ylmethyl-pyrrol-1-yl-carbamic acid tert-butyl ester (1.0 eq.) and 2-ethoxycarbonyl-malonic acid diethyl ester (3.0 eq.). ESI (m/z): 363 (M+H)+. Reactants: C(C=C)Br (Allyl bromide), OC1=CC=C(C=C1)CCC(=O)OCC (ethyl 3-(4-hydroxyphenyl)propionate), C([O-])([O-])=O.[K+].[K+] (potassium carbonate). The solvent is CC(CC)=O (butan-2-one). Product: C(C=C)OC1=CC=C(C=C1)CCC(=O)OCC (ethyl 3-(4-allyloxyphenyl)propionate). The yield is 97.2%. As a reaction SMILES: [CH2:1](Br)[CH:2]=[CH2:3].[OH:5][C:6]1[CH:11]=[CH:10][C:9]([CH2:12][CH2:13][C:14]([O:16][CH2:17][CH3:18])=[O:15])=[CH:8][CH:7]=1.C(=O)([O-])[O-].[K+].[K+]>CC(=O)CC>[CH2:1]([O:5][C:6]1[CH:7]=[CH:8][C:9]([CH2:12][CH2:13][C:14]([O:16][CH2:17][CH3:18])=[O:15])=[CH:10][CH:11]=1)[CH:2]=[CH2:3] |f:2.3.4|. Procedure: Allyl bromide (2.30 g) was added to a stirred suspension of ethyl 3-(4-hydroxyphenyl)propionate (3.49 g) and anhydrous potassium carbonate (2.76 g) in butan-2-one (30 ml). The reaction mixture was heated at reflux for 18 hours. The reaction mixture was allowed to cool to ambient temperature and the mixture was filtered. The filtrate was evaporated to give an oil which was purified by column chromatography on silica gel (Merck.Art. No. 9385) using a 4:1 (v/v) mixture of n-hexane and ethyl acetate... Starting materials: CC[Si](C#CC1(O)C(CO)OC(n2ccc(=O)[nH]c2=O)C1O[Si](C)(C)C(C)(C)C)(CC)CC, CO, Cl. The product is CC[Si](C#CC1(O)C(CO)OC(n2ccc(=O)[nH]c2=O)C1O)(CC)CC. As a reaction SMILES: [C:1]([Si:2]([CH3:3])([CH3:4])[O:6][CH:7]1[CH:8]([n:24]2[c:25](=[O:26])[nH:27][c:28](=[O:29])[cH:30][cH:31]2)[O:9][CH:10]([CH2:22][OH:23])[C:11]1([OH:12])[C:13]#[C:14][Si:15]([CH2:16][CH3:17])([CH2:18][CH3:19])[CH2:20][CH3:21])([CH3:5])([CH3:32])[CH3:33].[CH3:34][OH:35].[ClH:36]>>[OH:6][CH:7]1[CH:8]([n:24]2[c:25](=[O:26])[nH:27][c:28](=[O:29])[cH:30][cH:31]2)[O:9][CH:10]([CH2:22][OH:23])[C:11]1([OH:12])[C:13]#[C:14][Si:15]([CH2:16][CH3:17])([CH2:18][CH3:19])[CH2:20][CH3:21]. Reactants: CC(C)CC(C)O, CO, Cc1nc(CN2CCC(=O)N(C)c3cnc(Cl)nc32)cs1, COc1cc(C(=O)NC2CCN(C)CC2)ccc1N, O, Cc1ccc(S(=O)(=O)O)cc1. Yields the product COc1cc(C(=O)NC2CCN(C)CC2)ccc1Nc1ncc2c(n1)N(Cc1csc(C)n1)CCC(=O)N2C. As a reaction SMILES: [CH3:53][CH:54]([CH3:55])[CH2:56][CH:57]([OH:58])[CH3:59].[CH3:60][OH:61].[Cl:1][c:2]1[n:3][cH:4][c:5]2[c:11]([n:12]1)[N:10]([CH2:13][c:14]1[n:15][c:16]([CH3:19])[s:17][cH:18]1)[CH2:9][CH2:8][C:7](=[O:20])[N:6]2[CH3:21].[NH2:22][c:23]1[c:24]([O:39][CH3:40])[cH:25][c:26]([C:27](=[O:28])[NH:29][CH:30]2[CH2:31][CH2:32][N:33]([CH3:36])[CH2:34][CH2:35]2)[cH:37][cH:38]1.[OH2:52].[c:41]1([CH3:42])[cH:43][cH:44][c:45]([S:46]([OH:47])(=[O:48])=[O:49])[cH:50][cH:51]1>>[c:2]1([NH:22][c:23]2[c:24]([O:39][CH3:40])[cH:25][c:26]([C:27](=[O:28])[NH:29][CH:30]3[CH2:31][CH2:32][N:33]([CH3:36])[CH2:34][CH2:35]3)[cH:37][cH:38]2)[n:3][cH:4][c:5]2[c:11]([n:12]1)[N:10]([CH2:13][c:14]1[n:15][c:16]([CH3:19])[s:17][cH:18]1)[CH2:9][CH2:8][C:7](=[O:20])[N:6]2[CH3:21]. The reactants are CC(C)(C)OC(=O)NC(C(=O)c1ccc(F)cc1)C(C)(C)C, [N-]=[N+]=[N-], [Na+], CN(C)C=O. Product: CC(C)(C)OC(=O)NC(C(=O)c1ccc(N=[N+]=[N-])cc1)C(C)(C)C. Reaction SMILES: [C:5]([CH3:6])([CH3:7])([CH3:8])[O:9][C:10]([NH:11][CH:12]([C:13]([CH3:14])([CH3:15])[CH3:16])[C:17]([c:18]1[cH:19][cH:20][c:21]([F:24])[cH:22][cH:23]1)=[O:25])=[O:26].[N-:2]=[N+:3]=[N-:4].[Na+:1].[O:27]=[CH:28][N:29]([CH3:30])[CH3:31]>>[N:2](=[N+:3]=[N-:4])[c:21]1[cH:20][cH:19][c:18]([C:17]([CH:12]([NH:11][C:10]([O:9][C:5]([CH3:6])([CH3:7])[CH3:8])=[O:26])[C:13]([CH3:14])([CH3:15])[CH3:16])=[O:25])[cH:23][cH:22]1.